Dataset: the Open Reaction Database (ORD), a public repository of structured organic reaction records. Task: describe an organic reaction: reactants, conditions, products, and yield Starting materials: ice water, C(C)OC(C(=O)Cl)=O (Chloro-oxo-acetic acid ethyl ester), ClC=1SC=CC1Cl (2,3-Dichlorothiophene), [Al+3].[Cl-].[Cl-].[Cl-] (AlCl3). The solvent is [N+](=O)([O-])C (nitromethane). Conditions: time 1 hour. Product: C(C)OC(C(=O)C=1SC(=C(C1)Cl)Cl)=O ((4,5-Dichloro-thiophen-2-yl)-oxo-acetic acid ethyl ester). Isolated yield 82.4%. RXN SMILES: [CH2:1]([O:3][C:4](=[O:8])[C:5](Cl)=[O:6])[CH3:2].[Cl:9][C:10]1[S:11][CH:12]=[CH:13][C:14]=1[Cl:15].[Al+3].[Cl-].[Cl-].[Cl-]>[N+](C)([O-])=O>[CH2:1]([O:3][C:4](=[O:8])[C:5]([C:12]1[S:11][C:10]([Cl:9])=[C:14]([Cl:15])[CH:13]=1)=[O:6])[CH3:2] |f:2.3.4.5|. Procedure details: At 5-10° C., Chloro-oxo-acetic acid ethyl ester (5.43 ml, 48.7 mmol) was added to 2,3-Dichlorothiophene (5 g, 32.6 mmol). A solution of AlCl3 (6.49 g, 48.7 mmol) dissolved in nitromethane (13 ml) was added dropwise such that the internal reaction temperature did not rise above 10° C. After 1 hour, the reaction mixture was poured into ice water and extracted with CH2Cl2 (2×100 ml). The organic layer was washed with 10% NaHCO3 (2×50 ml), water (1×50 ml) and brine (1×50 ml). Drying (Na2SO4) and con... Starting materials: ice water, C(C)OC(=O)C=1N=C(NC1)S (4-ethoxycarbonylimidazole-2-thiol), C([O-])([O-])=O.[K+].[K+] (potassium carbonate), C(#N)C1=C(C=C(C(CBr)=O)C=C1)F (4-cyano-3-fluorophenacyl Bromide). Solvent: C(C)#N (acetonitrile). Conditions: time 20 hour. Yields the product C(#N)C1=C(C=C(C=C1)C(CSC1=NC=C(N1)C(=O)OCC)=O)F (ethyl 2-[2-(4-cyano-3-fluorophenyl)-2-oxo-ethylthio]-3H-imidazole-4-carboxylate). Reaction SMILES: [CH2:1]([O:3][C:4]([C:6]1[N:7]=[C:8]([SH:11])[NH:9][CH:10]=1)=[O:5])[CH3:2].C(=O)([O-])[O-].[K+].[K+].[C:18]([C:20]1[CH:29]=[CH:28][C:23]([C:24](=[O:27])[CH2:25]Br)=[CH:22][C:21]=1[F:30])#[N:19]>C(#N)C>[C:18]([C:20]1[CH:29]=[CH:28][C:23]([C:24](=[O:27])[CH2:25][S:11][C:8]2[NH:7][C:6]([C:4]([O:3][CH2:1][CH3:2])=[O:5])=[CH:10][N:9]=2)=[CH:22][C:21]=1[F:30])#[N:19] |f:1.2.3|. Procedure: To a solution of 4-ethoxycarbonylimidazole-2-thiol (8.47 g, 49.2 mmol) and potassium carbonate (20.4 g, 148 mmol) in dry acetonitrile (200 mL) at room temperature was added the bromide from Step F (11.9 g, 49.2 mmol). The reaction mixture was stirred for 20 hours, during which time a white precipitate formed. To the solution was added 100 mL ice water. The resulting solid was filtered and washed with water (2×25 mL) to provide the title product as an off-white solid which was sufficiently pure f...